Dataset: the Open Reaction Database (ORD), a public repository of structured organic reaction records. Task: describe an organic reaction: reactants, conditions, products, and yield Reactants: FC(C=1C=C(CN(C=2N=NN(N2)C)[C@H]2CCCNC=3C2=CC=2COCC2C3)C=C(C1)C(F)(F)F)(F)F ((S)-(3,5-Bis-trifluoromethyl-benzyl)-(3,5,6,7,8,9-hexahydro-1H-2-oxa-5-aza-cyclohepta[f]inden-9-yl)-(2-methyl-2H-tetrazol-5-yl)-amine), C(=O)C1=CC=C(S1)C(=O)O (5-formyl-thiophene-2-carboxylic acid), [BH-](OC(=O)C)(OC(=O)C)OC(=O)C.[Na+] (NaB(OAc)3H), C(C)(=O)O (acetic acid). Procedure details: To a solution of (S)-(3,5-Bis-trifluoromethyl-benzyl)-(3,5,6,7,8,9-hexahydro-1H-2-oxa-5-aza-cyclohepta[f]inden-9-yl)-(2-methyl-2H-tetrazol-5-yl)-amine (Example 73, Step 7) (0.16 mmol) in dichloroethane (5 mL), add 5-formyl-thiophene-2-carboxylic acid (0.63 mmol) followed by acetic acid (cat.). Add NaB(OAc)3H (0.78 mmol) and stir the mixture at room temperature for 14 h. Dilute the reaction with dichloromethane (10 mL) and quench with water (5 mL). Separate the organics and wash the aqueous with ... As a reaction SMILES: [F:1][C:2]([F:36])([F:35])[C:3]1[CH:4]=[C:5]([CH:28]=[C:29]([C:31]([F:34])([F:33])[F:32])[CH:30]=1)[CH2:6][N:7]([C@@H:14]1[C:20]2=[CH:21][C:22]3[CH2:23][O:24][CH2:25][C:26]=3[CH:27]=[C:19]2[NH:18][CH2:17][CH2:16][CH2:15]1)[C:8]1[N:9]=[N:10][N:11]([CH3:13])[N:12]=1.[CH:37]([C:39]1[S:43][C:42]([C:44]([OH:46])=[O:45])=[CH:41][CH:40]=1)=O.C(O)(=O)C.[BH-](OC(C)=O)(OC(C)=O)OC(C)=O.[Na+]>ClC(Cl)C.ClCCl>[F:36][C:2]([F:1])([F:35])[C:3]1[CH:4]=[C:5]([CH:28]=[C:29]([C:31]([F:32])([F:33])[F:34])[CH:30]=1)[CH2:6][N:7]([C:8]1[N:9]=[N:10][N:11]([CH3:13])[N:12]=1)[C@@H:14]1[C:20]2=[CH:21][C:22]3[CH2:23][O:24][CH2:25][C:26]=3[CH:27]=[C:19]2[N:18]([CH2:37][C:39]2[S:43][C:42]([C:44]([OH:46])=[O:45])=[CH:41][CH:40]=2)[CH2:17][CH2:16][CH2:15]1 |f:3.4|. Yields the product FC(C=1C=C(CN([C@H]2CCCN(C=3C2=CC=2COCC2C3)CC3=CC=C(S3)C(=O)O)C=3N=NN(N3)C)C=C(C1)C(F)(F)F)(F)F ((S)5-{9-[(3,5-Bis-trifluoromethyl-benzyl)-(2-methyl-2H-tetrazol-5-yl)-amino]-1,3,6,7,8,9-hexahydro-2-oxa-5-aza-cyclohepta[f]inden-5-ylmethyl}-thiophene-2-carboxylic acid). Solvent: ClC(C)Cl (dichloroethane), ClCCl (dichloromethane).